This data is from the Open Reaction Database (ORD), a public repository of structured organic reaction records. The task is: describe an organic reaction: reactants, conditions, products, and yield The reactants are O (water), [OH-].[Na+] (sodium hydroxide), CC1=C(C=C(C=C1)C)CC(=O)N1CCC(CC1)C(=O)OC (Methyl 1-[(2,5-dimethylphenyl)acetyl]-4-piperidinecarboxylate), CC1=C(C=C(C=C1)C)CC(=O)N1CCC(CC1)C(=O)OC (methyl 1-[(2,5-dimethylphenyl)acetyl]-4-piperidine-carboxylate). The solvent is O1CCCC1 (tetrahydrofuran), [Cl-].[Na+].O (brine). Conditions: temperature 0 celsius. The product is CC1=C(C=C(C=C1)C)CC(=O)N1CCC(CC1)C(=O)O (1-[(2,5-dimethylphenyl)acetyl]-4-piperidinecarboxylic acid). RXN SMILES: [CH3:1][C:2]1[CH:7]=[CH:6][C:5]([CH3:8])=[CH:4][C:3]=1[CH2:9][C:10]([N:12]1[CH2:17][CH2:16][CH:15]([C:18]([O:20]C)=[O:19])[CH2:14][CH2:13]1)=[O:11].O.[OH-].[Na+]>O1CCCC1.[Cl-].[Na+].O>[CH3:1][C:2]1[CH:7]=[CH:6][C:5]([CH3:8])=[CH:4][C:3]=1[CH2:9][C:10]([N:12]1[CH2:17][CH2:16][CH:15]([C:18]([OH:20])=[O:19])[CH2:14][CH2:13]1)=[O:11] |f:2.3,5.6.7|. Procedure details: Methyl 1-[(2,5-dimethylphenyl)acetyl]-4-piperidinecarboxylate (i.e. the product of Example 9, Step A) (4.95 g, 17.1 mmol) was dissolved in 20 mL of tetrahydrofuran, and 15 mL of water was added. With vigorous stirring the reaction mixture was cooled to 0° C., and 35 mL of a 1 N aqueous sodium hydroxide solution was added dropwise. The reaction mixture was stirred at room temperature for 1 h, diluted with 20 mL of brine, washed with diethyl ether (3×20 mL), and the aqueous phase was acidified wit... The reactants are C(CC)P1(OP(OP(O1)(CCC)=O)(CCC)=O)=O (2,4,6-tripropyl-1,3,5,2,4,6-trioxatriphosphorinane-2,4,6-trioxide), N1CCCC1 (pyrrolidine), Intermediate 9, FC=1C=C(C=CC1CN1CCCC1)C1(CC(C1)C(=O)O)O (3-[3-fluoro-4-(pyrrolidin-1-ylmethyl)phenyl]-3-hydroxycyclobutanecarboxylic acid), CCN(C(C)C)C(C)C (DIEA). The solvent is C1CCOC1 (THF). Run at time 1.5 hour. Product: FC1=C(CN2CCCC2)C=CC(=C1)C1(CC(C1)C(=O)N1CCCC1)O (N-{2-fluoro-4-[1-hydroxy-3-(pyrrolidin-1-ylcarbonyl)cyclobutyl]benzyl}-pyrrolidine). RXN SMILES: [F:1][C:2]1[CH:3]=[C:4]([C:14]2([OH:21])[CH2:17][CH:16]([C:18](O)=[O:19])[CH2:15]2)[CH:5]=[CH:6][C:7]=1[CH2:8][N:9]1[CH2:13][CH2:12][CH2:11][CH2:10]1.CC[N:24]([CH:28]([CH3:30])C)[CH:25]([CH3:27])C.C(P1(=O)OP(=O)(CCC)OP(=O)(CCC)O1)CC.N1CCCC1>C1COCC1>[F:1][C:2]1[CH:3]=[C:4]([C:14]2([OH:21])[CH2:15][CH:16]([C:18]([N:24]3[CH2:25][CH2:27][CH2:30][CH2:28]3)=[O:19])[CH2:17]2)[CH:5]=[CH:6][C:7]=1[CH2:8][N:9]1[CH2:13][CH2:12][CH2:11][CH2:10]1. Reported procedure: A 2-L 3-neck RB flask, equipped a mechanical stirrer, addition funnel and nitrogen gas inlet was charged with Intermediate 9, 3-[3-fluoro-4-(pyrrolidin-1-ylmethyl)phenyl]-3-hydroxycyclobutanecarboxylic acid (0.135 mol, crude material from the above intermediate), 500 mL of anhydrous THF and DIEA (34.8 g, 0.27 mol). The initially insoluble mixture was stirred for 1.5 h until a uniform suspension formed. Then 2,4,6-tripropyl-1,3,5,2,4,6-trioxatriphosphorinane-2,4,6-trioxide (50% solution in EtOAc,... Starting materials: CCO, Cl, NO, O=C1CCC(C(c2ccccc2)N2CCOCC2)CC1. Yields the product ON=C1CCC(C(c2ccccc2)N2CCOCC2)CC1. Reaction SMILES: [CH3:24][CH2:25][OH:26].[ClH:21].[NH2:22][OH:23].[O:1]1[CH2:2][CH2:3][N:4]([CH:7]([CH:8]2[CH2:9][CH2:10][C:11](=[O:14])[CH2:12][CH2:13]2)[c:15]2[cH:16][cH:17][cH:18][cH:19][cH:20]2)[CH2:5][CH2:6]1>>[O:1]1[CH2:2][CH2:3][N:4]([CH:7]([CH:8]2[CH2:9][CH2:10][C:11](=[N:22][OH:23])[CH2:12][CH2:13]2)[c:15]2[cH:16][cH:17][cH:18][cH:19][cH:20]2)[CH2:5][CH2:6]1. The reactants are NC1=C2N=CN(C2=NC(=N1)N[C@@H]1[C@H](CCC1)OCC1=CC=CC=C1)[C@H]1[C@@H]([C@@H]([C@H](C1)N1N=CC(=C1)C)O)O ((1R,2S,3R,5S)-3-[6-Amino-2-((1S,2S)-2-benzyloxy-cyclopentylamino)-purin-9-yl]-5-(4-methyl-pyrazol-1-yl)-cyclopentane-1,2-diol), FC(C(=O)O)(F)F.NC1=C2N=CN(C2=NC(=N1)N[C@H]1[C@@H](CCC1)O)[C@H]1[C@@H]([C@@H]([C@H](C1)N1N=CC(=C1)C)O)O ((1R,2S,3R,5S)-3-[6-Amino-2-((1R,2R)-2-hydroxy-cyclopentylamino)-purin-9-yl]-5-(4-methyl-pyrazol-1-yl)-cyclopentane-1,2-diol trifluoroacetate). RXN SMILES: [NH2:1][C:2]1[N:10]=[C:9]([NH:11][C@H:12]2[CH2:16][CH2:15][CH2:14][C@@H:13]2[O:17]CC2C=CC=CC=2)[N:8]=[C:7]2[C:3]=1[N:4]=[CH:5][N:6]2[C@@H:25]1[CH2:29][C@H:28]([N:30]2[CH:34]=[C:33]([CH3:35])[CH:32]=[N:31]2)[C@@H:27]([OH:36])[C@H:26]1[OH:37].FC(F)(F)C(O)=O.NC1N=C(N[C@@H]2CCC[C@H]2O)N=C2C=1N=CN2[C@@H]1C[C@H](N2C=C(C)C=N2)[C@@H](O)[C@H]1O>>[NH2:1][C:2]1[N:10]=[C:9]([NH:11][C@H:12]2[CH2:16][CH2:15][CH2:14][C@@H:13]2[OH:17])[N:8]=[C:7]2[C:3]=1[N:4]=[CH:5][N:6]2[C@@H:25]1[CH2:29][C@H:28]([N:30]2[CH:34]=[C:33]([CH3:35])[CH:32]=[N:31]2)[C@@H:27]([OH:36])[C@H:26]1[OH:37] |f:1.2|. Yields the product NC1=C2N=CN(C2=NC(=N1)N[C@@H]1[C@H](CCC1)O)[C@H]1[C@@H]([C@@H]([C@H](C1)N1N=CC(=C1)C)O)O ((1R,2S,3R,5S)-3-[6-Amino-2-((1S,2S)-2-hydroxy-cyclopentylamino)-purin-9-yl]-5-(4-methyl-pyrazol-1-yl)-cyclopentane-1,2-diol). Procedure: The title compound is prepared from (1R,2S,3R,5S)-3-[6-Amino-2-((1S,2S)-2-benzyloxy-cyclopentylamino)-purin-9-yl]-5-(4-methyl-pyrazol-1-yl)-cyclopentane-1,2-diol (Example 23) using a procedure analogous to that of (1R,2S,3R,5S)-3-[6-Amino-2-((1R,2R)-2-hydroxy-cyclopentylamino)-purin-9-yl]-5-(4-methyl-pyrazol-1-yl)-cyclopentane-1,2-diol trifluoroacetate (Example 29). MS (ES+) m/e 415 (MH+). Starting materials: CC(=O)c1cccc(C=O)c1, CCO, NNc1cc(N2CCOCC2)n2nc(-c3ccncc3)cc2n1. Product: CC(=O)c1cccc(C=NNc2cc(N3CCOCC3)n3nc(-c4ccncc4)cc3n2)c1. Reaction SMILES: [C:24]([CH3:25])(=[O:26])[c:27]1[cH:28][c:29]([CH:30]=[O:31])[cH:32][cH:33][cH:34]1.[CH3:35][CH2:36][OH:37].[O:1]1[CH2:2][CH2:3][N:4]([c:7]2[cH:8][c:9]([NH:22][NH2:23])[n:10][c:11]3[n:12]2[n:13][c:14](-[c:16]2[cH:17][cH:18][n:19][cH:20][cH:21]2)[cH:15]3)[CH2:5][CH2:6]1>>[O:1]1[CH2:2][CH2:3][N:4]([c:7]2[cH:8][c:9]([NH:22][N:23]=[CH:30][c:29]3[cH:28][c:27]([C:24]([CH3:25])=[O:26])[cH:34][cH:33][cH:32]3)[n:10][c:11]3[n:12]2[n:13][c:14](-[c:16]2[cH:17][cH:18][n:19][cH:20][cH:21]2)[cH:15]3)[CH2:5][CH2:6]1. Reactants: CC1(c2cccc3ccccc23)NC(=O)NC1=O, C1CCOC1, OCCCc1cn(C(c2ccccc2)(c2ccccc2)c2ccccc2)cn1, c1ccc(P(c2ccccc2)c2ccccc2)cc1. Yields the product CC1(c2cccc3ccccc23)NC(=O)N(CCCc2cn(C(c3ccccc3)(c3ccccc3)c3ccccc3)cn2)C1=O. Reaction SMILES: [CH3:1][C:2]1([c:9]2[cH:10][cH:11][cH:12][c:13]3[cH:14][cH:15][cH:16][cH:17][c:18]23)[C:3](=[O:8])[NH:4][C:5](=[O:7])[NH:6]1.[O:66]1[CH2:67][CH2:68][CH2:69][CH2:70]1.[c:19]1([C:25]([n:26]2[cH:27][n:28][c:29]([CH2:31][CH2:32][CH2:33][OH:34])[cH:30]2)([c:35]2[cH:36][cH:37][cH:38][cH:39][cH:40]2)[c:41]2[cH:42][cH:43][cH:44][cH:45][cH:46]2)[cH:20][cH:21][cH:22][cH:23][cH:24]1.[c:47]1([P:48]([c:49]2[cH:50][cH:51][cH:52][cH:53][cH:54]2)[c:55]2[cH:56][cH:57][cH:58][cH:59][cH:60]2)[cH:61][cH:62][cH:63][cH:64][cH:65]1>>[CH3:1][C:2]1([c:9]2[cH:10][cH:11][cH:12][c:13]3[cH:14][cH:15][cH:16][cH:17][c:18]23)[C:3](=[O:8])[N:4]([CH2:33][CH2:32][CH2:31][c:29]2[n:28][cH:27][n:26]([C:25]([c:19]3[cH:20][cH:21][cH:22][cH:23][cH:24]3)([c:35]3[cH:36][cH:37][cH:38][cH:39][cH:40]3)[c:41]3[cH:42][cH:43][cH:44][cH:45][cH:46]3)[cH:30]2)[C:5](=[O:7])[NH:6]1.